From a dataset of the Open Reaction Database (ORD), a public repository of structured organic reaction records. describe an organic reaction: reactants, conditions, products, and yield Starting materials: peroxides, ClC1=CC(=CC=C1)C(=O)OO (meta-chloroperbenzoic acid), COC1=C(C(=O)OC2=CC(CCC2)=O)C=CC(=C1SC)C(F)(F)F (3-(2-methoxy-3-methylthio-4-(trifluoromethyl)benzoyloxy)-cyclohex-2-enone), S(=O)(O)[O-].[Na+] (sodium hydrogensulfite). Solvent: ClCCl (dichloromethane). Reaction conditions: time 1 hour. The product is COC1=C(C(=O)OC2=CC(CCC2)=O)C=CC(=C1S(=O)C)C(F)(F)F (3-(2-methoxy-3-methylsulfinyl-4-(trifluoromethyl)benzoyloxy)-cyclohex-2-enone). As a reaction SMILES: ClC1C=CC=C(C(OO)=[O:9])C=1.[CH3:12][O:13][C:14]1[C:29]([S:30][CH3:31])=[C:28]([C:32]([F:35])([F:34])[F:33])[CH:27]=[CH:26][C:15]=1[C:16]([O:18][C:19]1[CH2:24][CH2:23][CH2:22][C:21](=[O:25])[CH:20]=1)=[O:17].S([O-])(O)=O.[Na+]>ClCCl>[CH3:12][O:13][C:14]1[C:29]([S:30]([CH3:31])=[O:9])=[C:28]([C:32]([F:35])([F:34])[F:33])[CH:27]=[CH:26][C:15]=1[C:16]([O:18][C:19]1[CH2:24][CH2:23][CH2:22][C:21](=[O:25])[CH:20]=1)=[O:17] |f:2.3|. Procedure: 68 mg (70% by weight, 0.28 mmol) of meta-chloroperbenzoic acid were added to 100 mg (0.28 mmol) of 3-(2-methoxy-3-methylthio-4-(trifluoromethyl)benzoyloxy)-cyclohex-2-enone in 10 ml of dichloromethane. The mixture was stirred at RT for 1 h. For work-up, 3 ml of 10 percent strength aqueous sodium hydrogensulfite solution were added. After confirmation that no peroxides were present, the organic phase was washed twice with in each case 5 ml of saturated aqueous NaHCO3 solution. After phase separat... Reactants: C1=CC(=CC(=C1)Cl)C(=O)OO (mCPBA), C1(=CC(=CC=C1)C=1C=NC(=NC1)NC=1O[C@]2(CN3CCC2CC3)CN1)C ((R)—N-(5-m-tolylpyrimidin-2-yl)-4H-1′-azaspiro[oxazole-5,3′-bicyclo[2.2.2]octan]-2-amine). Procedure details: mCPBA (0.074 g, 0.332 mmol) was added to a suspension of (R)—N-(5-m-tolylpyrimidin-2-yl)-4H-1′-azaspiro[oxazole-5,3′-bicyclo[2.2.2]octan]-2-amine (0.116 g, 0.332 mmol) in THF (10 ml). The mixture was stirred at room temperature for 18 h, concentrated and purified by silica gel chromatography (5-25% 9:1 methanol:ammonium hydroxide-ethyl acetate) to afford (S)-2-(5-m-tolylpyrimidin-2-ylamino)-4H-1′-azaspiro[oxazole-5,3′-bicyclo[2.2.2]octane]1′-oxide as an off-white solid (0.067 g, 0.176 mmol, 53%)... RXN SMILES: C1C=C(Cl)C=C(C(OO)=[O:9])C=1.[C:12]1([CH3:37])[CH:17]=[CH:16][CH:15]=[C:14]([C:18]2[CH:19]=[N:20][C:21]([NH:24][C:25]3[O:26][C@:27]4([CH2:35][N:36]=3)[CH:32]3[CH2:33][CH2:34][N:29]([CH2:30][CH2:31]3)[CH2:28]4)=[N:22][CH:23]=2)[CH:13]=1>C1COCC1>[C:12]1([CH3:37])[CH:17]=[CH:16][CH:15]=[C:14]([C:18]2[CH:19]=[N:20][C:21]([NH:24][C:25]3[O:26][C@:27]4([CH2:35][N:36]=3)[CH:32]3[CH2:31][CH2:30][N+:29]([O-:9])([CH2:34][CH2:33]3)[CH2:28]4)=[N:22][CH:23]=2)[CH:13]=1. Run in C1CCOC1 (THF). The yield is 53.0%. Reaction conditions: time 18 hour. Product: C1(=CC(=CC=C1)C=1C=NC(=NC1)NC=1O[C@]2(C[N+]3(CCC2CC3)[O-])CN1)C ((S)-2-(5-m-tolylpyrimidin-2-ylamino)-4H-1′-azaspiro[oxazole-5,3′-bicyclo[2.2.2]octane]1′-oxide). Reactants: O1C2=C(C=C1CO)C=CC1=CC=CC=C12 (naphtho[1,2-b]furan-2-methanol), [Mn](=O)(=O)([O-])[O-].[Ba+2] (barium manganate). Solvent: C(Cl)Cl (CH2Cl2). Yields the product C=1C2=C(OC1C=O)C=1C=CC=3C=CC=CC3C1C=C2 (phenanthro[1,2-b]furan-2-carbaldehyde). The yield is 134.9%. Reaction SMILES: [O:1]1[C:5]([CH2:6][OH:7])=[CH:4][C:3]2[CH:8]=[CH:9][C:10]3[C:15]([C:2]1=2)=[CH:14][CH:13]=[CH:12][CH:11]=3.[Mn]([O-])([O-])(=O)=O.[Ba+2]>C(Cl)Cl>[CH:4]1[C:3]2[CH:8]=[CH:9][C:10]3[C:11]4[CH:4]=[CH:3][CH:2]=[CH:15][C:12]=4[CH:13]=[CH:14][C:15]=3[C:2]=2[O:1][C:5]=1[CH:6]=[O:7] |f:1.2|. Procedure: To a RB flask equipped with magnetic stirring bar, reflux condenser, N2 inlet line with bubbler was added naphtho[1,2-b]furan-2-methanol (11A, 4.8 g, 24.2 mmol), barium manganate (Aldrich, 12.4 g, 48 mmol) and dry CH2Cl2 (500 mL). The mixture was refluxed for 6 h, filtered and the resulting dark yellow solution filtered through a small plug of SiO2 to remove inorganic salts and polar materials. The solvent was then removed by rotary evaporation and the crude material recrystallized using CH2Cl2 ... Reactants: BrC=1C=C(C(=NC1)C1=CCC2(OCCO2)CC1)C (5-Bromo-2-(1,4-dioxaspiro[4.5]dec-7-en-8-yl)-3-methylpyridine), C([O-])([O-])=O.[Na+].[Na+] (sodium carbonate). Solvent: O (water), Cl (hydrochloric acid). The product is BrC=1C=C(C(=NC1)C1=CCC(CC1)=O)C (4-(5-bromo-3-methylpyridin-2-yl)cyclohex-3-en-1-one). Isolated yield 45.6%. Reaction SMILES: [Br:1][C:2]1[CH:3]=[C:4]([CH3:18])[C:5]([C:8]2[CH2:17][CH2:16][C:11]3(OCC[O:12]3)[CH2:10][CH:9]=2)=[N:6][CH:7]=1.C(=O)([O-])[O-].[Na+].[Na+]>Cl.O>[Br:1][C:2]1[CH:3]=[C:4]([CH3:18])[C:5]([C:8]2[CH2:17][CH2:16][C:11](=[O:12])[CH2:10][CH:9]=2)=[N:6][CH:7]=1 |f:1.2.3|. Procedure: 5-Bromo-2-(1,4-dioxaspiro[4.5]dec-7-en-8-yl)-3-methylpyridine (21.1 g) described in Reference Example 105 was dissolved in concentrated hydrochloric acid (64.5 ml) and water (64.5 ml), and stirred at room temperature. After completion of the reaction, the reaction solution was ice-cooled, 10% sodium carbonate aqueous solution was added thereto to adjust the solution to pH 8, the precipitated solid was collected by filtration, washed with water, and then dried under air blow. The obtained solid w...